This data is from the Open Reaction Database (ORD), a public repository of structured organic reaction records. The task is: describe an organic reaction: reactants, conditions, products, and yield Reactants: [OH-].[Na+] (NaOH), [N+](=O)([O-])C1=CC2=CC(=CC=C2C=C1)[N+](=O)[O-] (2,7-dinitronaphthalene), Cl (HCl), [Sn](Cl)Cl (tin (II) chloride). The solvent is C(C)O (ethanol). The product is C1=C(C=CC2=CC=C(C=C12)N)N (naphthalene-2,7-diamine). RXN SMILES: [N+:1]([C:4]1[CH:13]=[CH:12][C:11]2[C:6](=[CH:7][C:8]([N+:14]([O-])=O)=[CH:9][CH:10]=2)[CH:5]=1)([O-])=O.Cl.[Sn](Cl)Cl.[OH-].[Na+]>C(O)C>[CH:5]1[C:6]2[C:11](=[CH:10][CH:9]=[C:8]([NH2:14])[CH:7]=2)[CH:12]=[CH:13][C:4]=1[NH2:1] |f:3.4|. Procedure: To 1.39 g (6.37 mmol) of 2,7-dinitronaphthalene (124) was added 25 mL of concentrated HCl and 15 mL of ethanol. Then, 9.6 g (50.9 mmol) of tin (II) chloride was added and the reaction was heated at 78 C for 24 hours. The reaction was made basic with NaOH and extracted with ethyl acetate. The ethyl acetate layer was dried (MgSO4), filtered, and the volatiles removed by rotary evaporation. The product was purified by silica gel column chromatography eluting with 1% methanol in dichloromethane. Thi... Reactants: BrC1=NC=C(C=C1)OCC1=CC=C(C=C1)OC (2-bromo-5-(4-methoxybenzyloxy)pyridine), CC1=CN=CS1 (5-methylthiazole), C(=O)([O-])[O-].[Cs+].[Cs+] (Cs2CO3). The reagents and catalysts are CC(C)([P](C(C)(C)C)([Pd][P](C(C)(C)C)(C(C)(C)C)C(C)(C)C)C(C)(C)C)C (Pd(P(t-Bu)3)2). Run in CN(C)C=O (DMF). Conditions: temperature 150 celsius, time 3 hour. Yields the product COC1=CC=C(COC=2C=CC(=NC2)C=2SC(=CN2)C)C=C1 (2-(5-(4-Methoxybenzyloxy)pyridin-2-yl)-5-methylthiazole). RXN SMILES: Br[C:2]1[CH:7]=[CH:6][C:5]([O:8][CH2:9][C:10]2[CH:15]=[CH:14][C:13]([O:16][CH3:17])=[CH:12][CH:11]=2)=[CH:4][N:3]=1.[CH3:18][C:19]1[S:23][CH:22]=[N:21][CH:20]=1.C([O-])([O-])=O.[Cs+].[Cs+]>CC(C)([P](C(C)(C)C)([Pd][P](C(C)(C)C)(C(C)(C)C)C(C)(C)C)C(C)(C)C)C.CN(C=O)C>[CH3:17][O:16][C:13]1[CH:14]=[CH:15][C:10]([CH2:9][O:8][C:5]2[CH:6]=[CH:7][C:2]([C:22]3[S:23][C:19]([CH3:18])=[CH:20][N:21]=3)=[N:3][CH:4]=2)=[CH:11][CH:12]=1 |f:2.3.4,^1:32,38|. Procedure: A mixture was prepared from 2-bromo-5-(4-methoxybenzyloxy)pyridine (2.0 g), 5-methylthiazole (614 mg), Pd(P(t-Bu)3)2 (253 mg), Cs2CO3 (2.02 g) and DMF (10 mL). The system was evacuated and refilled with nitrogen three times. The mixture was stirred at 150° C. under N2 atmosphere for 3 hours. After cooling, insoluble material was removed by filtration over Celite. The resulting solution was added water (100 mL). The precipitate obtained was filtered off and washed with MeOH three times to provide...